From a dataset of the Open Reaction Database (ORD), a public repository of structured organic reaction records. describe an organic reaction: reactants, conditions, products, and yield Starting materials: N1CC(CC1)O (3-pyrrolidinol), ClC(=O)OCC1=CC=C(C=C1)[N+](=O)[O-] (4-nitrobenzyl chloroformate). Solvent: O1CCOCC1.O (dioxane water), O1CCOCC1 (dioxane). Run at temperature 5 celsius, time 10 minute. Product: OC1CN(CC1)C(=O)OCC1=CC=C(C=C1)[N+](=O)[O-] (3-hydroxy-1-(p-nitrobenzyloxycarbonyl)pyrrolidine). Yield: 54.0%. Reaction SMILES: [NH:1]1[CH2:5][CH2:4][CH:3]([OH:6])[CH2:2]1.Cl[C:8]([O:10][CH2:11][C:12]1[CH:17]=[CH:16][C:15]([N+:18]([O-:20])=[O:19])=[CH:14][CH:13]=1)=[O:9]>O1CCOCC1.O.O1CCOCC1>[OH:6][CH:3]1[CH2:4][CH2:5][N:1]([C:8]([O:10][CH2:11][C:12]2[CH:13]=[CH:14][C:15]([N+:18]([O-:20])=[O:19])=[CH:16][CH:17]=2)=[O:9])[CH2:2]1 |f:2.3|. Procedure: A solution of 3-pyrrolidinol (4.0 g) in dioxane-water (10:1, 50 ml) mixed solvent was cooled to 5° C., and into which a solution of 4-nitrobenzyl chloroformate (10.9 g) in dioxane (20 ml) was added dropwise, while maintaining the pH at 8-9, followed by 10 minutes' stirring at 5° C. Distilling the solvent off under reduced pressure, the residue was extracted with ethyl acetate. The organic layer was dried over anhydrous magnesium sulfate, and from which the solvent was distilled off under reduced...